This data is from the Open Reaction Database (ORD), a public repository of structured organic reaction records. The task is: describe an organic reaction: reactants, conditions, products, and yield Starting materials: C(C)(C)(C)OC(=O)[C@@H](C\C=C\C1=CC=CC=C1)[C@H](C(=O)NNC(CNC(=O)OCC1C2=CC=CC=C2C=2C=CC=CC12)=O)CC(C)C ((E)-2(R)-[1(S)-(tert-butoxycarbonyl)-4-phenyl-3-butenyl]-2′-[N-(9-fluorenylmethyloxycarbonyl)-glycinyl]-4-methylvalerohydrazide), N1CCCCC1 (piperidine). The solvent is ClCCl (dichloromethane). Conditions: time 1.5 hour. Product: C(C)(C)(C)OC(=O)[C@@H](C\C=C\C1=CC=CC=C1)[C@H](C(=O)NNC(CN)=O)CC(C)C ((E)-2(R)-[1(S)-(tert-butoxycarbonyl)-4-phenyl-3-butenyl]-2′-glycinyl-4-methylvalerohydrazide). The yield is 82.6%. RXN SMILES: [C:1]([O:5][C:6]([C@H:8]([C@@H:18]([CH2:44][CH:45]([CH3:47])[CH3:46])[C:19]([NH:21][NH:22][C:23](=[O:43])[CH2:24][NH:25]C(OCC1C2C=CC=CC=2C2C1=CC=CC=2)=O)=[O:20])[CH2:9]/[CH:10]=[CH:11]/[C:12]1[CH:17]=[CH:16][CH:15]=[CH:14][CH:13]=1)=[O:7])([CH3:4])([CH3:3])[CH3:2].N1CCCCC1>ClCCl>[C:1]([O:5][C:6]([C@H:8]([C@@H:18]([CH2:44][CH:45]([CH3:47])[CH3:46])[C:19]([NH:21][NH:22][C:23](=[O:43])[CH2:24][NH2:25])=[O:20])[CH2:9]/[CH:10]=[CH:11]/[C:12]1[CH:17]=[CH:16][CH:15]=[CH:14][CH:13]=1)=[O:7])([CH3:4])([CH3:3])[CH3:2]. Procedure details: A solution of 1.54 g of (E)-2(R)-[1(S)-(tert-butoxycarbonyl)-4-phenyl-3-butenyl]-2′-[N-(9-fluorenylmethyloxycarbonyl)-glycinyl]-4-methylvalerohydrazide in 20 ml of dichloromethane was treated with 1.0 ml of piperidine. The mixture was stirred for 1.5 hours at room temperature and evaporated. The residue was purified by flash column chromatography on silica gel using methanol/dichloromethane (1:9) for the elution to give 0.83 g of (E)-2(R)-[1(S)-(tert-butoxycarbonyl)-4-phenyl-3-butenyl]-2′-glycin... The reactants are N1N=CC(=C1)C1=CC2=C(C=3N=C(SC3CCO2)C(=O)O)C=C1 (8-(1H-Pyrazol-4-yl)-4,5-dihydro-6-oxa-3-thia-1-aza-benzo[e]azulene-2-carboxylic acid), COCCNC (2-methoxy-N-methylethanamine). The product is COCCN(C(=O)C=1SC=2CCOC3=C(C2N1)C=CC(=C3)C=3C=NNC3)C (8-(1H-Pyrazol-4-yl)-4,5-dihydro-6-oxa-3-thia-1-aza-benzo[e]azulene-2-carboxylic acid (2-methoxy-ethyl)-methyl-amide). Reaction SMILES: [NH:1]1[CH:5]=[C:4]([C:6]2[CH:22]=[CH:21][C:9]3[C:10]4[N:11]=[C:12]([C:18](O)=[O:19])[S:13][C:14]=4[CH2:15][CH2:16][O:17][C:8]=3[CH:7]=2)[CH:3]=[N:2]1.[CH3:23][O:24][CH2:25][CH2:26][NH:27][CH3:28]>>[CH3:23][O:24][CH2:25][CH2:26][N:27]([CH3:28])[C:18]([C:12]1[S:13][C:14]2[CH2:15][CH2:16][O:17][C:8]3[CH:7]=[C:6]([C:4]4[CH:3]=[N:2][NH:1][CH:5]=4)[CH:22]=[CH:21][C:9]=3[C:10]=2[N:11]=1)=[O:19]. Reported procedure: Following the procedure for 103, 8-(1H-Pyrazol-4-yl)-4,5-dihydro-6-oxa-3-thia-1-aza-benzo[e]azulene-2-carboxylic acid (50.0 mg, 0.2 mmol) was reacted with 2-methoxy-N-methylethanamine (1.2 equiv) to give 182 (15.1 mg, M+1 385.1) Reactants: N1=CC=CC=C1 (pyridine), ClC=1C=C(N)C=CC1Cl (3,4-Dichloroaniline), C(CCCCCCCC)(=O)Cl (nonanoyl chloride). Solvent: ClC(C)Cl (dichloroethane). Run at time 2 hour. Yields the product ClC=1C=C(C=CC1Cl)NC(CCCCCCCC)=O (N-(3,4-dichlorophenyl) nonanamide). RXN SMILES: [Cl:1][C:2]1[CH:3]=[C:4]([CH:6]=[CH:7][C:8]=1[Cl:9])[NH2:5].N1C=CC=CC=1.[C:16](Cl)(=[O:25])[CH2:17][CH2:18][CH2:19][CH2:20][CH2:21][CH2:22][CH2:23][CH3:24]>ClC(Cl)C>[Cl:1][C:2]1[CH:3]=[C:4]([NH:5][C:16](=[O:25])[CH2:17][CH2:18][CH2:19][CH2:20][CH2:21][CH2:22][CH2:23][CH3:24])[CH:6]=[CH:7][C:8]=1[Cl:9]. Reported procedure: 3,4-Dichloroaniline, 13.7 g (0.084 mole), is dissolved in 200 ml dichloroethane, containing 25 ml pyridine. The solution is stirred at room temperature while nonanoyl chloride, 14.6 g (0.086 mole), is added slowly. The solution is stirred two hours. Excess pyridine is removed by washing the product with 4N hydrochloric acid. A crude product is crystallized from 95% ethanol. There is obtained N-(3,4-dichlorophenyl) nonanamide, a white crystalline solid, (M.P. 68.5-69.0%). Analysis shows 4.52% nit... The reactants are [OH-].[K+] (KOH), N#[N+][O-] (N2O), [H-].[H-].[H-].[H-].[Li+].[Al+3] (LiAlH4), FC1=CC=C(C=C1)CCCCC(=O)O (5-(4′-fluorophenyl)valeric acid). The solvent is O (H2O), CCOCC (Et2O), CCOCC (Et2O). Reaction conditions: temperature 0 celsius, time 1 hour. Product: FC1=CC=C(C=C1)CCCCCO (5-(4-fluorophenyl)pentan-1-ol). The yield is 97.6%. RXN SMILES: [H-].[H-].[H-].[H-].[Li+].[Al+3].[F:7][C:8]1[CH:13]=[CH:12][C:11]([CH2:14][CH2:15][CH2:16][CH2:17][C:18](O)=[O:19])=[CH:10][CH:9]=1.[OH-].[K+].N#[N+][O-]>CCOCC.O>[F:7][C:8]1[CH:9]=[CH:10][C:11]([CH2:14][CH2:15][CH2:16][CH2:17][CH2:18][OH:19])=[CH:12][CH:13]=1 |f:0.1.2.3.4.5,7.8|. Procedure details: Under nitrogen atmosphere, at 0° C., to a stirring mixture of LiAlH4 (0.27 g, 7.1 mmol) in dry Et2O (6 mL), 5-(4′-fluorophenyl)valeric acid (0.35 g, 1.8 mmol) in dry Et2O (5 mL) was added dropwise. The mixture was left to react at room temperature for 4 hrs, then at 0° C. H2O (0.35 mL), 3M KOH solution (0.35 mL) and N2O (1 mL) were very slowly added. The mixture was stirred for 1 hr at 0° C., filtered to remove the solid residue, and the organic phase dried over Na2SO4. The organic solution was ... The reactants are NC1=C(C(=O)OC)C(=CC=C1)Cl (methyl 2-amino-6-chlorobenzoate), C(#CC(=O)OC)C(=O)OC (dimethyl acetylenedicarboxylate), CC(C)([O-])C.[K+] (potassium t-butoxide). The solvent is C(C)(C)(C)O (t-butanol). The product is ClC1=C2C(=C(C(=NC2=CC=C1)C(=O)OC)C(=O)OC)O (dimethyl 5-chloro-4-hydroxyquinoline-2,3-dicarboxylate). Isolated yield 80.4%. Reaction SMILES: [NH2:1][C:2]1[CH:11]=[CH:10][CH:9]=[C:8]([Cl:12])[C:3]=1[C:4]([O:6]C)=O.[C:13]([C:19]([O:21][CH3:22])=[O:20])#[C:14][C:15]([O:17][CH3:18])=[O:16].CC(C)([O-])C.[K+]>C(O)(C)(C)C>[Cl:12][C:8]1[CH:9]=[CH:10][CH:11]=[C:2]2[C:3]=1[C:4]([OH:6])=[C:13]([C:19]([O:21][CH3:22])=[O:20])[C:14]([C:15]([O:17][CH3:18])=[O:16])=[N:1]2 |f:2.3|. Procedure: A solution of methyl 2-amino-6-chlorobenzoate (3.00 g, 16.2 mM) and dimethyl acetylenedicarboxylate (2.64 g, 18.6 mM) in t-butanol (25 mL) was refluxed under a nitrogen atmosphere for 18 hr. The reaction mixture was cooled to room temperature and potassium t-butoxide (2.09 g, 18.6 mM) was added in one portion whereupon a precipitate formed. After refluxing this mixture for 1.5 hr, it was cooled to room temperature and filtered to separate the solids. The solids were dissolved in rarer and the re... Reactants: FC1=CC2=C(N=C(S2)C=2C(=NC=C(C2)C=2C=NN(C2)C2CCNCC2)N)C=C1 (3-(6-fluorobenzothiazol-2-yl)-5-(1-piperidin-4-yl-1H-pyrazol-4-yl)-pyridin-2-ylamine), BrC1=CC=CC2=C1N=C(S2)Cl (4-bromo-2-chloro-1,3-benzothiazole). The product is BrC1=CC=CC2=C1N=C(S2)C=2C(=NC=C(C2)C=2C=NN(C2)C2CCNCC2)N (3-(4-Bromobenzothiazol-2-yl)-5-(1-piperidin-4-yl-1H-pyrazol-4-yl)-pyridin-2-ylamine). RXN SMILES: F[C:2]1[CH:28]=[CH:27][C:5]2[N:6]=[C:7]([C:9]3[C:10]([NH2:26])=[N:11][CH:12]=[C:13]([C:15]4[CH:16]=[N:17][N:18]([CH:20]5[CH2:25][CH2:24][NH:23][CH2:22][CH2:21]5)[CH:19]=4)[CH:14]=3)[S:8][C:4]=2[CH:3]=1.[Br:29]C1C2N=C(Cl)SC=2C=CC=1>>[Br:29][C:27]1[C:5]2[N:6]=[C:7]([C:9]3[C:10]([NH2:26])=[N:11][CH:12]=[C:13]([C:15]4[CH:16]=[N:17][N:18]([CH:20]5[CH2:25][CH2:24][NH:23][CH2:22][CH2:21]5)[CH:19]=4)[CH:14]=3)[S:8][C:4]=2[CH:3]=[CH:2][CH:28]=1. Procedure: Same procedure as 3-(6-fluorobenzothiazol-2-yl)-5-(1-piperidin-4-yl-1H-pyrazol-4-yl)-pyridin-2-ylamine except using 4-bromo-2-chloro-1,3-benzothiazole in place of 2-chloro-6-fluorobenzothiazole to afford the title compound as a yellow solid. 1H NMR (400 MHz, CD3OD): δ=8.81 (s, 1H), 8.44 (s, 1H), 8.41 (s, 1H), 8.11 (d, J=8.0 Hz, 1H), 8.08 (s, 1H), 7.84 (d, J=8.0 Hz, 1H), 7.47 (t, J=8.0 Hz, 1H), 4.68 (m, 1H), 3.59-3.63 (m, 2H), 2.38-2.41 (m, 4H). MS(ES+): m/z=455.01/456.92 [MH+]. HPLC: tR=1.59 min...